Dataset: the Open Reaction Database (ORD), a public repository of structured organic reaction records. Task: describe an organic reaction: reactants, conditions, products, and yield Reactants: CN(C)CCN, CCN(C(C)C)C(C)C, ClCCl, O=C(Cl)c1cc(-c2cnc3c(-c4ccccc4)cnn3c2)cs1. The product is CN(C)CCNC(=O)c1cc(-c2cnc3c(-c4ccccc4)cnn3c2)cs1. RXN SMILES: [CH3:33][N:34]([CH2:35][CH2:36][NH2:37])[CH3:38].[CH:24]([N:25]([CH:26]([CH3:27])[CH3:28])[CH2:29][CH3:30])([CH3:31])[CH3:32].[Cl:39][CH2:40][Cl:41].[c:1]1(-[c:7]2[cH:8][n:9][n:10]3[c:11]2[n:12][cH:13][c:14](-[c:16]2[cH:17][c:18]([C:21](=[O:22])[Cl:23])[s:19][cH:20]2)[cH:15]3)[cH:2][cH:3][cH:4][cH:5][cH:6]1>>[c:1]1(-[c:7]2[cH:8][n:9][n:10]3[c:11]2[n:12][cH:13][c:14](-[c:16]2[cH:17][c:18]([C:21](=[O:22])[NH:37][CH2:36][CH2:35][N:34]([CH3:33])[CH3:38])[s:19][cH:20]2)[cH:15]3)[cH:2][cH:3][cH:4][cH:5][cH:6]1.